Dataset: the Open Reaction Database (ORD), a public repository of structured organic reaction records. Task: describe an organic reaction: reactants, conditions, products, and yield Starting materials: BrCC (1-bromoethane), Cl (hydrochloric acid), C(CCC)[Li] (n-butyllithium), C1=CC=CC=2C3=CC=CC=C3CC12 (fluorene). Solvent: C1CCOC1 (THF), O (Water). Reaction conditions: temperature -75 celsius, time 1 hour. The product is C(C)C1C2=CC=CC=C2C=2C=CC=CC12 (9-Ethylfluorene). As a reaction SMILES: [CH2:1]([Li])[CH2:2][CH2:3][CH3:4].[CH:6]1[C:18]2CC3[C:11](=[CH:12][CH:13]=[CH:14][CH:15]=3)[C:10]=2[CH:9]=[CH:8][CH:7]=1.BrCC.Cl>C1COCC1.O>[CH2:3]([CH:2]1[C:1]2[CH:15]=[CH:14][CH:13]=[CH:12][C:11]=2[C:10]2[C:9]1=[CH:8][CH:7]=[CH:6][CH:18]=2)[CH3:4]. Procedure details: A solution of n-butyllithium (79.52 cm3, 0.2168 mol, 2.5M in hexane) was added slowly to a solution of fluorene (30.00 g, 0.1807 mol) in THF (300 cm3) at −70° C. The solution was stirred for 1 hour at −75° C. and 1-bromoethane (17.59 cm3, 0.2349 mol) was added slowly. The solution was allowed to warm to room temperature and then stirred overnight. Dilute hydrochloric acid (200 ml, 20%) was added to the reaction mixture and stirred for a further 10 minutes. Water (250 cm3) was added and the produ... The reactants are NH4Cl(sat), NH3(sat), [Cu]C#N (copper(I) cyanide), [Cl-].[Li+] (lithium chloride), [Cu]C#N (copper(I) cyanide), [Cl-].[Li+] (lithium chloride), IC1=CC=C(C(=O)OC)C=C1 (methyl 4-iodobenzoate), C(C=C)Br (allyl bromide). Run in ClCCl (dichloromethane), O1CCCC1 (tetrahydrofuran), O (water), O1CCCC1 (tetrahydrofuran). Reaction conditions: temperature 150 celsius, time 45 minute. Product: C(C=C)C1=CC=C(C(=O)OC)C=C1 (Methyl 4-allylbenzoate). Reaction SMILES: [Cu]C#N.[Cl-].[Li+].I[C:7]1[CH:16]=[CH:15][C:10]([C:11]([O:13][CH3:14])=[O:12])=[CH:9][CH:8]=1.[CH2:17](Br)[CH:18]=[CH2:19]>O1CCCC1.ClCCl.O>[CH2:19]([C:7]1[CH:16]=[CH:15][C:10]([C:11]([O:13][CH3:14])=[O:12])=[CH:9][CH:8]=1)[CH:18]=[CH2:17] |f:1.2|. Procedure: A 100 mL flask containing copper(I) cyanide (0.85 g, 9.54 mmol) and lithium chloride (0.81 g, 19.08 mmol) was placed under vacuum and heated to 150° C. for 90 minutes, and then cooled to room temperature. A 500 mL flask containing a solution of methyl 4-iodobenzoate (12.5 g, 47.7 mmol) in tetrahydrofuran (75 mL) under argon was cooled to −25° C. and isopropylmagnesium chloride—lithium chloride complex (49.1 mL, 1 M, 49.1 mmol) was added over 16 minutes while the internal temperature was maintain... The reactants are C(C)OC(C(C)(C)OC1=C(C=C(C=C1)OCC1=CC=CC=C1)CC(=O)O)=O (2-(4-Benzyloxy-2-carboxymethyl-phenoxy)-2-methyl-propionic acid ethyl ester), [Cl-].[NH4+] (ammonium chloride), C(CCl)Cl (EDC), O.ON1N=NC2=C1C=CC=C2 (N-hydroxybenzotriazole hydrate), C(C)N(C(C)C)C(C)C (Ethyl diisopropyl amine). Solvent: CN(C)C=O (DMF). Run at time 18 hour. Yields the product C(C)OC(C(C)(C)OC1=C(C=C(C=C1)OCC1=CC=CC=C1)CC(N)=O)=O (2-(4-Benzyloxy-2-carbamoylmethyl-phenoxy)-2-methyl-propionic acid ethyl ester). Yield: 86.4%. RXN SMILES: [CH2:1]([O:3][C:4](=[O:27])[C:5]([O:8][C:9]1[CH:14]=[CH:13][C:12]([O:15][CH2:16][C:17]2[CH:22]=[CH:21][CH:20]=[CH:19][CH:18]=2)=[CH:11][C:10]=1[CH2:23][C:24](O)=[O:25])([CH3:7])[CH3:6])[CH3:2].[Cl-].[NH4+].C(Cl)CCl.O.O[N:36]1C2C=CC=CC=2N=N1.C(N(C(C)C)C(C)C)C>CN(C=O)C>[CH2:1]([O:3][C:4](=[O:27])[C:5]([O:8][C:9]1[CH:14]=[CH:13][C:12]([O:15][CH2:16][C:17]2[CH:22]=[CH:21][CH:20]=[CH:19][CH:18]=2)=[CH:11][C:10]=1[CH2:23][C:24](=[O:25])[NH2:36])([CH3:7])[CH3:6])[CH3:2] |f:1.2,4.5|. Procedure: 2-(4-Benzyloxy-2-carboxymethyl-phenoxy)-2-methyl-propionic acid ethyl ester (500 mg, 1.34 mmol), ammonium chloride (108 mg, 2.02 mmol), EDC (3.86 mg, 2.01 mmol), and N-hydroxybenzotriazole hydrate (272 mg, 2.01 mmol) were combined in a flask and diluted with DMF (5 mL). Ethyl diisopropyl amine (0.70 mL, 4.0 mmol) was added. The solution was stirred for 18 h and partitioned between EtOAc (25 mL) and 1N HCl (10 mL). The organic layer was washed with saturated NaHCO3 solution (10 mL) then brine (10... Reactants: CCOC(C)=O, CC=CCC1Cc2c(OC)cccc2C1=O, CCCCCC, CO, ClCCl, O=[O+][O-]. Yields the product COc1cccc2c1CC(CC=O)C2=O. As a reaction SMILES: [C:26]([O:27][CH2:29][CH3:30])(=[O:28])[CH3:31].[CH2:4]([CH:5]=[CH:6][CH3:7])[CH:8]1[C:9](=[O:19])[c:10]2[cH:11][cH:12][cH:13][c:14]([O:17][CH3:18])[c:15]2[CH2:16]1.[CH3:20][CH2:21][CH2:22][CH2:23][CH2:24][CH3:25].[CH3:35][OH:36].[Cl:32][CH2:33][Cl:34].[O-:1][O+:2]=[O:3]>>[CH2:4]([CH:5]=[O:28])[CH:8]1[C:9](=[O:19])[c:10]2[cH:11][cH:12][cH:13][c:14]([O:17][CH3:18])[c:15]2[CH2:16]1. Starting materials: C1(CCC1)COC1=C2C=C(NC2=CC=C1)C(=O)O (4-Cyclobutylmethoxy-1H-indole-2-carboxylic acid), COC1=CC2=C(C(=CO2)CCO)C=C1 (2-(6-methoxy-benzofuran-3-yl)-ethanol), C(C)OC(=O)C=1NC2=CC=CC(=C2C1)O (4-hydroxy-1H-indole-2-carboxylic acid ethyl ester). Yields the product COC1=CC2=C(C(=CO2)CCOC2=C3C=C(NC3=CC=C2)C(=O)O)C=C1 (4-[2-(6-methoxy-benzofuran-3-yl)-ethoxy]-1H-indole-2-carboxylic acid). Reaction SMILES: [CH:1]1([CH2:5][O:6][C:7]2[CH:15]=[CH:14][CH:13]=[C:12]3[C:8]=2[CH:9]=[C:10]([C:16]([OH:18])=[O:17])[NH:11]3)[CH2:4][CH2:3][CH2:2]1.[CH3:19][O:20][C:21]1C=C[C:24]2C(CCO)=[CH:26][O:27][C:23]=2[CH:22]=1.C(OC(C1NC2C(C=1)=C(O)C=CC=2)=O)C>>[CH3:26][O:27][C:23]1[CH:24]=[CH:2][C:3]2[C:4]([CH2:1][CH2:5][O:6][C:7]3[CH:15]=[CH:14][CH:13]=[C:12]4[C:8]=3[CH:9]=[C:10]([C:16]([OH:18])=[O:17])[NH:11]4)=[CH:19][O:20][C:21]=2[CH:22]=1. Procedure details: 4-[2-(6-methoxy-benzofuran-3-yl)-ethoxy]-1H-indole-2-carboxylic acid (16o) is synthesized analogous to 16a from 4-[2-(6-methoxy-benzofuran-3-yl)-ethanol 21 (synthesis see below) and 4-hydroxy-1H-indole-2-carboxylic acid ethyl ester.